describe an organic reaction: reactants, conditions, products, and yield From a dataset of the Open Reaction Database (ORD), a public repository of structured organic reaction records. The reactants are FC(C(=O)O)(F)F (Trifluoroacetic acid), CC(C)(OC(=O)N1CCN(CC1)C1=NC=NC=C1NC(C)C)C (1-[1,1-dimethylethoxy-carbonyl]-4-[5-(1-methylethylamino)-4-pyrimidinyl]piperazine). Run in ClCCl (dichloromethane), [OH-].[Na+] (sodium hydroxide). Product: CC(C)NC=1C(=NC=NC1)N1CCNCC1 (1-[5-(1-Methylethylamino)-4-pyrimidinyl]piperazine). Reaction SMILES: FC(F)(F)C(O)=O.CC(C)(OC([N:14]1[CH2:19][CH2:18][N:17]([C:20]2[C:25]([NH:26][CH:27]([CH3:29])[CH3:28])=[CH:24][N:23]=[CH:22][N:21]=2)[CH2:16][CH2:15]1)=O)C>ClCCl.[OH-].[Na+]>[CH3:29][CH:27]([NH:26][C:25]1[C:20]([N:17]2[CH2:16][CH2:15][NH:14][CH2:19][CH2:18]2)=[N:21][CH:22]=[N:23][CH:24]=1)[CH3:28] |f:3.4|. Procedure: Trifluoroacetic acid (5 ml) is added to a solution of 1-[1,1-dimethylethoxy-carbonyl]-4-[5-(1-methylethylamino)-4-pyrimidinyl]piperazine (PREPARATION 29, 0.37 g) in dichloromethane (20 ml) at -78°. The reaction is allowed to warm to 20°-25° overnight, and then diluted with excess aqueous sodium hydroxide solution (10%). The phases are separated. The aqueous phase is extracted twice again with dichloromethane. The combined organic extracts are washed with saline, dried over sodium sulfate, and co... Starting materials: O=C([O-])[O-], COS(=O)(=O)OC, CC(C)=O, Cc1ccc(C)c(OCc2ccccc2C(C#N)=NO)c1, [K+], [K+]. Yields the product CON=C(C#N)c1ccccc1COc1cc(C)ccc1C. Reaction SMILES: [C:1]([O-:2])([O-:3])=[O:4].[CH3:28][O:29][S:30]([O:31][CH3:32])(=[O:33])=[O:34].[CH3:35][C:36](=[O:37])[CH3:38].[CH3:7][c:8]1[c:9]([O:10][CH2:11][c:12]2[c:13]([C:14](=[N:15][OH:16])[C:17]#[N:18])[cH:19][cH:20][cH:21][cH:22]2)[cH:23][c:24]([CH3:27])[cH:25][cH:26]1.[K+:5].[K+:6]>>[CH3:1][O:4][N:15]=[C:14]([c:13]1[c:12]([CH2:11][O:10][c:9]2[c:8]([CH3:7])[cH:26][cH:25][c:24]([CH3:27])[cH:23]2)[cH:22][cH:21][cH:20][cH:19]1)[C:17]#[N:18]. Reaction SMILES: [C:1]([NH:4][C:5]1[CH:6]=[C:7]([CH:9]=[CH:10][C:11]=1[O:12][CH3:13])[NH2:8])(=[O:3])[CH3:2].[C:14]([C:17]1[C:18](=[O:28])[O:19][C:20]([OH:27])=[C:21]([C:24](=O)[CH3:25])[C:22]=1[OH:23])(=[O:16])[CH3:15]>CO>[C:1]([NH:4][C:5]1[CH:6]=[C:7]([NH:8][C:24](=[C:21]2[C:22]([OH:23])=[C:17]([C:14](=[O:16])[CH3:15])[C:18](=[O:28])[O:19][C:20]2=[O:27])[CH3:25])[CH:9]=[CH:10][C:11]=1[O:12][CH3:13])(=[O:3])[CH3:2]. Reported procedure: The aniline thus prepared (0.8 g., 0.0045 mol) is added to a hot suspension of 3,5-diacetyl-4,6-dihydroxy-2H-pyran-2-one in 50 ml. of methanol. The mixture is refluxed for one hour and filtered to obtain 3-[1-(3-acetamido-4-methoxyphenylamino)ethylidene]-5-acetyl-4-hydroxy-2H-pyran-2,6(3H)-dione, m.p. 252°-253° C. (dec.). The product is C(C)(=O)NC=1C=C(C=CC1OC)NC(C)=C1C(OC(C(=C1O)C(C)=O)=O)=O (3-[1-(3-acetamido-4-methoxyphenylamino)ethylidene]-5-acetyl-4-hydroxy-2H-pyran-2,6(3H)-dione). Solvent: CO (methanol). Reactants: C(C)(=O)NC=1C=C(N)C=CC1OC (3-acetamido-4-methoxyaniline), C(C)(=O)C=1C(OC(=C(C1O)C(C)=O)O)=O (3,5-diacetyl-4,6-dihydroxy-2H-pyran-2-one).